From a dataset of the Open Reaction Database (ORD), a public repository of structured organic reaction records. describe an organic reaction: reactants, conditions, products, and yield The reactants are BrC1=C(C=CC2=CC(=CC=C12)C1=C(C2=C(S1)C=CC=C2)C(CC(C)C)=O)OCC#N ({1-bromo-6-[3-(3-methyl-butyryl)-benzo[b]thiophen-2-yl]-naphthalen-2-yloxy}-acetonitrile), [N-]=[N+]=[N-].[Na+] (sodium azide), [Cl-].[NH4+] (ammonium chloride), CN(C)C=O (DMF), Cl (hydrochloric acid). The solvent is O (water). Reaction conditions: temperature 80 celsius. Yields the product BrC1=C2C=CC(=CC2=CC=C1OCC1=NN=NN1)C1=C(C2=C(S1)C=CC=C2)C(CC(C)C)=O (1-{2-[5-bromo-6-(1H-tetrazol-5-ylmethoxy)-naphthalen-2-yl]-benzo[b]thiophen-3-yl}-3-methyl-butan-1-one). Yield: 54.7%. As a reaction SMILES: [Br:1][C:2]1[C:11]2[C:6](=[CH:7][C:8]([C:12]3[S:16][C:15]4[CH:17]=[CH:18][CH:19]=[CH:20][C:14]=4[C:13]=3[C:21](=[O:26])[CH2:22][CH:23]([CH3:25])[CH3:24])=[CH:9][CH:10]=2)[CH:5]=[CH:4][C:3]=1[O:27][CH2:28][C:29]#[N:30].[N-:31]=[N+:32]=[N-:33].[Na+].[Cl-].[NH4+].CN(C=O)C.Cl>O>[Br:1][C:2]1[C:3]([O:27][CH2:28][C:29]2[NH:33][N:32]=[N:31][N:30]=2)=[CH:4][CH:5]=[C:6]2[C:11]=1[CH:10]=[CH:9][C:8]([C:12]1[S:16][C:15]3[CH:17]=[CH:18][CH:19]=[CH:20][C:14]=3[C:13]=1[C:21](=[O:26])[CH2:22][CH:23]([CH3:25])[CH3:24])=[CH:7]2 |f:1.2,3.4|. Reported procedure: A mixture of {1-bromo-6-[3-(3-methyl-butyryl)-benzo[b]thiophen-2-yl]-naphthalen-2-yloxy}-acetonitrile (1.01 g, 2.11 mmol), sodium azide (0.687 g, 10.6 mmol) and ammonium chloride (0.570 g, 10.7 mmol) in DMF (10 mmol) was heated at 80° C. for two hours. After cooling to ambient temperature, the reaction mixture was poured into excess water and acidified with 2N hydrochloric acid. This was then extracted with ethyl acetate. The organic phase was washed with water and brine. It was then dried with ... Starting materials: [OH-].[Na+] (sodium hydroxide), oil, CC(=O)C1=C(C=CC(=C1)F)Br (2-bromo-5-fluoroacetophenone), FC1=C(C=CC=C1)B(O)O (2-fluorophenylboronic acid), ClCCl (dichloromethane). Reagents/catalysts: C1=CC=C(C=C1)P([C-]2C=CC=C2)C3=CC=CC=C3.C1=CC=C(C=C1)P([C-]2C=CC=C2)C3=CC=CC=C3.Cl[Pd]Cl.[Fe+2] ([1,1′-bis(diphenylphosphino)ferrocene]dichloropalladium). Solvent: O1CCCC1 (tetrahydrofuran). Run at temperature 60 celsius. Yields the product FC1=C(C=CC=C1)C1=C(C=C(C=C1)F)C(C)=O (1-(2′,4-Difluoro-1,1′-biphenyl-2-yl)ethanone). As a reaction SMILES: [CH3:1][C:2]([C:4]1[CH:9]=[C:8]([F:10])[CH:7]=[CH:6][C:5]=1Br)=[O:3].[F:12][C:13]1[CH:18]=[CH:17][CH:16]=[CH:15][C:14]=1B(O)O.ClCCl.[OH-].[Na+]>O1CCCC1.C1C=CC(P(C2C=CC=CC=2)[C-]2C=CC=C2)=CC=1.C1C=CC(P(C2C=CC=CC=2)[C-]2C=CC=C2)=CC=1.Cl[Pd]Cl.[Fe+2]>[F:12][C:13]1[CH:18]=[CH:17][CH:16]=[CH:15][C:14]=1[C:5]1[CH:6]=[CH:7][C:8]([F:10])=[CH:9][C:4]=1[C:2](=[O:3])[CH3:1] |f:3.4,6.7.8.9|. Reported procedure: A stirred solution of 2-bromo-5-fluoroacetophenone (11.72 g, 54 mmol) and 2-fluorophenylboronic acid (7.55 g, 54 mmol) in tetrahydrofuran (600 mL) was treated under nitrogen with [1,1′-bis(diphenylphosphino)ferrocene]dichloropalladium (II) complex with dichloromethane (2.20 g, 2.69 mmol, 5 mole %) and a 5 N sodium hydroxide solution (21.6 mL, 108 mmol). The reaction was heated at 60° C. for twelve hours, cooled to room temperature, and the solvent removed in vacuo. The residue was dissolved in d... Starting materials: BrCCC1CCOC2=C1C=CC=C2 (4-(2-bromoethyl)-3,4-dihydro-(2H)-benzopyran), [I-].[K+] (potassium iodide), [N+](=O)([O-])C1=CC=C(C=C1)N1CCNCC1 (1-(4-nitrophenyl)piperazine), C([O-])([O-])=O.[K+].[K+] (potassium carbonate). Solvent: CC(CC)=O (2-butanone). Yields the product O1CCC(C2=C1C=CC=C2)CCN2CCN(CC2)C2=CC=C(C=C2)[N+](=O)[O-] (1-[2-(3,4-Dihydro-1(2H)-benzopyran-4-yl)ethyl]-4-(4-nitrophenyl)-piperazine). The yield is 45.7%. As a reaction SMILES: Br[CH2:2][CH2:3][CH:4]1[C:9]2[CH:10]=[CH:11][CH:12]=[CH:13][C:8]=2[O:7][CH2:6][CH2:5]1.[N+:14]([C:17]1[CH:22]=[CH:21][C:20]([N:23]2[CH2:28][CH2:27][NH:26][CH2:25][CH2:24]2)=[CH:19][CH:18]=1)([O-:16])=[O:15].C(=O)([O-])[O-].[K+].[K+].[I-].[K+]>CC(=O)CC>[O:7]1[C:8]2[CH:13]=[CH:12][CH:11]=[CH:10][C:9]=2[CH:4]([CH2:3][CH2:2][N:26]2[CH2:27][CH2:28][N:23]([C:20]3[CH:19]=[CH:18][C:17]([N+:14]([O-:16])=[O:15])=[CH:22][CH:21]=3)[CH2:24][CH2:25]2)[CH2:5][CH2:6]1 |f:2.3.4,5.6|. Procedure details: The procedure of Example 1 is followed, but starting with 4-(2-bromoethyl)-3,4-dihydro-(2H)-benzopyran (5 g), 1-(4-nitrophenyl)piperazine (4.3 g) and from dry potassium carbonate (1.43 g), followed by potassium iodide (3.43 g) in 2-butanone (200 cc). The residue obtained is chromatographed on a column 4.4 cm in diameter, containing silica gel (100 g), using a dichloromethane-ethyl acetate mixture (50-50 by volume) as eluent, and collecting 20-cc fractions. The fractions between 100 and 300 cc ar...